From a dataset of the Open Reaction Database (ORD), a public repository of structured organic reaction records. describe an organic reaction: reactants, conditions, products, and yield Reactants: CC(=O)O[BH-](OC(C)=O)OC(C)=O, CC(=O)O, CCc1nc2c(cnn2CC)c(NC2CCOCC2)c1CNC(=O)c1cccc(C(=O)NCc2cc(-c3cccc(C=O)c3)ccc2OC)c1, ClCCl, CC(C)(C)OC(=O)N1CCNCC1, [Na+]. Yields the product CCc1nc2c(cnn2CC)c(NC2CCOCC2)c1CNC(=O)c1cccc(C(=O)NCc2cc(-c3cccc(CN4CCNCC4)c3)ccc2OC)c1. As a reaction SMILES: [C:64]([O:65][BH-:66]([O:67][C:68](=[O:69])[CH3:70])[O:71][C:72](=[O:73])[CH3:74])(=[O:75])[CH3:76].[C:78]([OH:79])(=[O:80])[CH3:81].[CH2:1]([CH3:2])[n:3]1[n:4][cH:5][c:6]2[c:7]1[n:8][c:9]([CH2:49][CH3:50])[c:10]([CH2:19][NH:20][C:21](=[O:22])[c:23]1[cH:24][c:25]([C:29](=[O:30])[NH:31][CH2:32][c:33]3[cH:34][c:35](-[c:41]4[cH:42][c:43]([CH:47]=[O:48])[cH:44][cH:45][cH:46]4)[cH:36][cH:37][c:38]3[O:39][CH3:40])[cH:26][cH:27][cH:28]1)[c:11]2[NH:12][CH:13]1[CH2:14][CH2:15][O:16][CH2:17][CH2:18]1.[Cl:82][CH2:83][Cl:84].[N:51]1([C:57]([O:58][C:59]([CH3:60])([CH3:61])[CH3:62])=[O:63])[CH2:52][CH2:53][NH:54][CH2:55][CH2:56]1.[Na+:77]>>[CH2:1]([CH3:2])[n:3]1[n:4][cH:5][c:6]2[c:7]1[n:8][c:9]([CH2:49][CH3:50])[c:10]([CH2:19][NH:20][C:21](=[O:22])[c:23]1[cH:24][c:25]([C:29](=[O:30])[NH:31][CH2:32][c:33]3[cH:34][c:35](-[c:41]4[cH:42][c:43]([CH2:57][N:51]5[CH2:52][CH2:53][NH:54][CH2:55][CH2:56]5)[cH:44][cH:45][cH:46]4)[cH:36][cH:37][c:38]3[O:39][CH3:40])[cH:26][cH:27][cH:28]1)[c:11]2[NH:12][CH:13]1[CH2:14][CH2:15][O:16][CH2:17][CH2:18]1. Reactants: COC([C@@H](NC(C1=C(C=C(C=C1)NCC=1C=NC=CC1)C1=CC=CC=C1)=O)CCSC)=O ([4-(3-pyridylmethylamino)-2-phenylbenzoyl]methionine methyl ester), N (ammonia). The solvent is CO (methanol). Reaction conditions: temperature 0 celsius. Yields the product N1=CC(=CC=C1)CNC1=CC(=C(C(=O)N[C@@H](CCSC)C(=O)N)C=C1)C1=CC=CC=C1 ([4-(3-pyridylmethylamino)-2-phenylbenzoyl]methionineamide). RXN SMILES: CO[C:3](=[O:32])[C@H:4]([CH2:28][CH2:29][S:30][CH3:31])[NH:5][C:6](=[O:27])[C:7]1[CH:12]=[CH:11][C:10]([NH:13][CH2:14][C:15]2[CH:16]=[N:17][CH:18]=[CH:19][CH:20]=2)=[CH:9][C:8]=1[C:21]1[CH:26]=[CH:25][CH:24]=[CH:23][CH:22]=1.[NH3:33]>CO>[N:17]1[CH:18]=[CH:19][CH:20]=[C:15]([CH2:14][NH:13][C:10]2[CH:11]=[CH:12][C:7]([C:6]([NH:5][C@H:4]([C:3]([NH2:33])=[O:32])[CH2:28][CH2:29][S:30][CH3:31])=[O:27])=[C:8]([C:21]3[CH:26]=[CH:25][CH:24]=[CH:23][CH:22]=3)[CH:9]=2)[CH:16]=1. Procedure: [4-(3-pyridylmethylamino)-2-phenylbenzoyl]methionine methyl ester (80 mg, 0.18 mmol), prepared as in Example 192C, was dissolved in methanol (5 mL), cooled to 0° C., and the solution was saturated with anhydrous ammonia. The reaction was sealed for 72 hours at ambient temperature. Evaporation to dryness afforded [4-(3-pyridylmethylamino)-2-phenylbenzoyl]methionineamide (78 mg). MS m/e 435 (M+H)+. 1H NMR (CDCl3, 300 MHz) δ 1.59 (m, 2H), 1.83 (m, 2H), 2.02 (s, 3H), 4.43 (s, 2H), 4.51 (m, 1H), 5.16... The reactants are CC(C(=O)NC1=CC=C2C(N=C3N2CCC3)=C1C(=O)OC)(C)C (methyl 6-(2,2-dimethylpropionylamino)-2,3-dihydro-1Hbenzo[d]pyrrolo[1,2-a]imidazole-5-carboxylate), CC(C(=O)NC1=CC=C2C(N=C3N2CCC3)=C1C(=O)OC)(C)C (methyl 6-(2,2-dimethylpropionylamino)-2,3-dihydro-1Hbenzo[d]pyrrolo[1,2-a]imidazole-5-carboxylate), S(O)(O)(=O)=O (sulfuric acid). Run in CO (methanol). Yields the product NC1=CC=C2C(N=C3N2CCC3)=C1C(=O)OC (methyl 6-amino-2,3-dihydro-1H-benzo[d]pyrrolo[1,2-a]imidazole-5-carboxylate). Yield: 66.2%. Reaction SMILES: CC(C)(C)C([NH:5][C:6]1[C:17]([C:18]([O:20][CH3:21])=[O:19])=[C:10]2[N:11]=[C:12]3[CH2:16][CH2:15][CH2:14][N:13]3[C:9]2=[CH:8][CH:7]=1)=O.S(=O)(=O)(O)O>CO>[NH2:5][C:6]1[C:17]([C:18]([O:20][CH3:21])=[O:19])=[C:10]2[N:11]=[C:12]3[CH2:16][CH2:15][CH2:14][N:13]3[C:9]2=[CH:8][CH:7]=1. Procedure details: A solution of methyl 6-(2,2-dimethylpropionylamino)-2,3-dihydro-1Hbenzo[d]pyrrolo[1,2-a]imidazole-5-carboxylate (Intermediate 56, 0.61 g) and concentrated sulfuric acid (1.5 mL) in methanol (30 mL) was stirred and heated at reflux for 44 hours. After cooling, the solution was concentrated in vacuo and the residue was dissolved in water and ethyl acetate and basified with 5M sodium hydroxide solution. The aqueous phase was extracted with ethyl acetate (×8) and the combined extracts were dried (Na... The reactants are COC=1C=C(C=CC1OC)NCC(=O)O (N-(3,4-dimethoxyphenyl)glycine), Br.BrCCN (2-bromoethylamine hydrobromide), [O-]C#N.[K+] (potassium cyanate), COC=1C=C(C=CC1OC)N1C(=O)NC(=O)C1 (1-(3,4-dimethoxyphenyl)hydantoin). The product is COC=1C=C(C=CC1OC)N1C(=O)N(C(=O)C1)CCN (1-(3,4-Dimethoxyphenyl)-3-(2-aminoethyl)hydantoin). RXN SMILES: [CH3:1][O:2][C:3]1[CH:4]=[C:5]([NH:11][CH2:12][C:13]([OH:15])=O)[CH:6]=[CH:7][C:8]=1[O:9][CH3:10].[O-]C#N.[K+].COC1C=C([N:30]2[CH2:36][C:34](=O)[NH:33][C:31]2=[O:32])C=CC=1OC.Br.BrCCN>>[CH3:1][O:2][C:3]1[CH:4]=[C:5]([N:11]2[CH2:12][C:13](=[O:15])[N:30]([CH2:36][CH2:34][NH2:33])[C:31]2=[O:32])[CH:6]=[CH:7][C:8]=1[O:9][CH3:10] |f:1.2,4.5|. Procedure: In the same way as in [A] and reacting the N-(3,4-dimethoxyphenyl)glycine (17.2 g, 81 mmoles) with potassium cyanate (6.6 g, 81 mmoles) the 1-(3,4-dimethoxyphenyl)hydantoin was obtained, m.p. 223°-225° C. By reacting the latter (11.23 g, 47.5 mmoles) with 2-bromoethylamine hydrobromide (9.74 g, 47.5 mmoles) as described in [A] the title compound was obtained, m.p. 162°-164° C. Starting materials: ClCCl, CS(=O)(=O)Cl, NCc1ccccc1, OCCCSc1ccncc1. Yields the product c1ccc(CNCCCSc2ccncc2)cc1. RXN SMILES: [CH2:25]([Cl:26])[Cl:27].[CH3:12][S:13](=[O:14])(=[O:15])[Cl:16].[NH2:17][CH2:18][c:19]1[cH:20][cH:21][cH:22][cH:23][cH:24]1.[OH:1][CH2:2][CH2:3][CH2:4][S:5][c:6]1[cH:7][cH:8][n:9][cH:10][cH:11]1>>[CH2:2]([CH2:3][CH2:4][S:5][c:6]1[cH:7][cH:8][n:9][cH:10][cH:11]1)[NH:17][CH2:18][c:19]1[cH:20][cH:21][cH:22][cH:23][cH:24]1. Starting materials: N1(C=NC2=C1C=CC=C2)CCCN (1H-benzimidazole-1-propanamine), NC(CC1=CC=C(OCC2CO2)C=C1)=O (1-[4-(2-amino-2-oxoethyl)phenoxy]-2,3-epoxypropane). The solvent is CO (methanol). The product is NC(CC1=CC=C(OCC(CNCCCN2C=NC3=C2C=CC=C3)O)C=C1)=O (N-{3-[4-(2-amino-2-oxoethyl)phenoxy]-2-hydroxypropyl}-1H-benzimidazole-1-propanamine). As a reaction SMILES: [N:1]1([CH2:10][CH2:11][CH2:12][NH2:13])[C:5]2[CH:6]=[CH:7][CH:8]=[CH:9][C:4]=2[N:3]=[CH:2]1.[NH2:14][C:15](=[O:28])[CH2:16][C:17]1[CH:27]=[CH:26][C:20]([O:21][CH2:22][CH:23]2[O:25][CH2:24]2)=[CH:19][CH:18]=1>CO>[NH2:14][C:15](=[O:28])[CH2:16][C:17]1[CH:18]=[CH:19][C:20]([O:21][CH2:22][CH:23]([OH:25])[CH2:24][NH:13][CH2:12][CH2:11][CH2:10][N:1]2[C:5]3[CH:6]=[CH:7][CH:8]=[CH:9][C:4]=3[N:3]=[CH:2]2)=[CH:26][CH:27]=1. Procedure: A mixture of 9.8 grams of 1H-benzimidazole-1-propanamine and 12.16 grams of 1-[4-(2-amino-2-oxoethyl)phenoxy]-2,3-epoxypropane in 400 ml of 95% methanol was refluxed for 17 hours. The solvent was then evaporated under reduced pressure and the residue was chromatographed on a silica gel column packed in chloroform and eluted with solutions containing increasing percentages of methanol in chloroform. The fractions eluted with 30% methanol were combined and the solvent evaporated under reduced pres... Procedure details: The title compound was prepared using standard chemical manipulations and procedures similar to those used for the preparation of compound 2.1, except 4-chloro-2-methylbenzoic acid was used in place of 2,4-dimethylbenzoic acid. The reactants are IC=1C(=CC(=C(C(=O)O)C1)C)C (5-iodo-2,4-dimethylbenzoic acid), ClC1=CC(=C(C(=O)O)C=C1)C (4-chloro-2-methylbenzoic acid). As a reaction SMILES: [I:1][C:2]1[C:3](C)=[CH:4][C:5]([CH3:11])=[C:6]([CH:10]=1)[C:7]([OH:9])=[O:8].[Cl:13]C1C=CC(C(O)=O)=C(C)C=1>>[Cl:13][C:3]1[C:2]([I:1])=[CH:10][C:6]([C:7]([OH:9])=[O:8])=[C:5]([CH3:11])[CH:4]=1. The product is ClC1=CC(=C(C(=O)O)C=C1I)C (4-Chloro-5-iodo-2-methylbenzoic acid). Reactants: O=C1CCC(CC1)(C(=O)O)C1=CC=CC=C1 (4-oxo-1-phenylcyclohexanecarboxylic acid), FC(C=1C=C(CN)C=C(C1)C(F)(F)F)(F)F (3,5-bis(trifluoromethyl)benzylamine). Product: O=C1CCC(CC1)(C(=O)NCC1=CC(=CC(=C1)C(F)(F)F)C(F)(F)F)C1=CC=CC=C1 (4-Oxo-1-phenyl-N-{[3,5-bis(trifluoromethyl)phenyl]methyl}cyclohexanecarboxamide). As a reaction SMILES: [O:1]=[C:2]1[CH2:7][CH2:6][C:5]([C:11]2[CH:16]=[CH:15][CH:14]=[CH:13][CH:12]=2)([C:8]([OH:10])=O)[CH2:4][CH2:3]1.[F:17][C:18]([F:32])([F:31])[C:19]1[CH:20]=[C:21]([CH:24]=[C:25]([C:27]([F:30])([F:29])[F:28])[CH:26]=1)[CH2:22][NH2:23]>>[O:1]=[C:2]1[CH2:3][CH2:4][C:5]([C:11]2[CH:16]=[CH:15][CH:14]=[CH:13][CH:12]=2)([C:8]([NH:23][CH2:22][C:21]2[CH:24]=[C:25]([C:27]([F:28])([F:29])[F:30])[CH:26]=[C:19]([C:18]([F:17])([F:31])[F:32])[CH:20]=2)=[O:10])[CH2:6][CH2:7]1. Reported procedure: Prepared from 4-oxo-1-phenylcyclohexanecarboxylic acid (Description 2) and 3,5-bis(trifluoromethyl)benzylamine according to the method of Example 177. m/z (ES+) 444 (M+1). The reactants are CSc1cccc(S(N)(=O)=O)c1, CO, O=C1CCC(=O)N1Cl. Yields the product CS(=O)c1cccc(S(N)(=O)=O)c1. Reaction SMILES: [CH3:1][S:2][c:3]1[cH:4][c:5]([S:9](=[O:10])(=[O:11])[NH2:12])[cH:6][cH:7][cH:8]1.[CH3:21][OH:22].[Cl:13][N:14]1[C:15](=[O:17])[CH2:18][CH2:19][C:20]1=[O:16]>>[CH3:1][S:2]([c:3]1[cH:4][c:5]([S:9](=[O:10])(=[O:11])[NH2:12])[cH:6][cH:7][cH:8]1)=[O:16]. As a reaction SMILES: [CH3:15][CH2:16][O:17][C:18](=[O:19])[CH3:20].[CH3:1][CH:2]1[C:3](=[O:7])[NH:4][CH2:5][CH2:6]1.[CH3:8][CH2:9][OH:10].[N+:11](=[O:12])([O-:13])[CH3:14]>>[CH3:1][CH:2]1[C:3](=[CH:14][N+:11](=[O:12])[O-:13])[NH:4][CH2:5][CH2:6]1. Starting materials: CCOC(C)=O, CC1CCNC1=O, CCO, C[N+](=O)[O-]. The product is CC1CCNC1=C[N+](=O)[O-].